This data is from the Open Reaction Database (ORD), a public repository of structured organic reaction records. The task is: describe an organic reaction: reactants, conditions, products, and yield Reactants: CC1(C2CCC(=C)C1C2)C (beta-pinene), C(C=C)(=O)OC (methyl acrylate), C(C=C)(=O)OCCCO (hydroxypropyl acrylate), C(C=C)(=O)O (acrylic acid), C(C)(C)(C)OOC(C)(C)C (di-t-butyl peroxide), C(C)(C)(CC)OOC(C)(C)CC (di-t-amyl peroxide). The solvent is C(C)(=O)OCCCC (butyl acetate). Run at temperature 300 fahrenheit, time 6.5 hour. Product: CC1(C2CCC(=C)C1C2)C.C(C=C)(=O)OC.C(C=C)(=O)OCCCO (beta-Pinene Methyl Acrylate Hydroxypropyl Acrylate). Reaction SMILES: [CH3:1][C:2]1([CH3:10])[CH:8]2[CH2:9][CH:3]1[CH2:4][CH2:5][C:6]2=[CH2:7].[C:11]([O:15][CH3:16])(=[O:14])[CH:12]=[CH2:13].[C:17]([O:21][CH2:22][CH2:23][CH2:24][OH:25])(=[O:20])[CH:18]=[CH2:19].C(O)(=O)C=C.C(OOC(C)(C)C)(C)(C)C.C(OOC(CC)(C)C)(CC)(C)C>C(OCCCC)(=O)C>[CH3:1][C:2]1([CH3:10])[CH:8]2[CH2:9][CH:3]1[CH2:4][CH2:5][C:6]2=[CH2:7].[C:11]([O:15][CH3:16])(=[O:14])[CH:12]=[CH2:13].[C:17]([O:21][CH2:22][CH2:23][CH2:24][OH:25])(=[O:20])[CH:18]=[CH2:19] |f:7.8.9|. Reported procedure: A mixture of 38.7% beta-pinene, 25.0% methyl acrylate, 30.7% hydroxypropyl acrylate, 0.8% acrylic acid and 4.8% di-t-butyl peroxide was continuously fed to a 5 gallon continuous stirred tank reactor at a rate calculated to give a average residence time of 20 minutes. The reactor was maintained at a pressure of 500 psig and a temperature of 365° F. The reaction product was continuously pumped to a 30 gallon flash tank maintained at 20% fill level together with di-t-amyl peroxide (4% by weight on ... The reactants are CN1N=C(C(=C1)C#N)C=1OC(=CC1)[N+](=O)[O-] (1-methyl-3-(5-nitro-2-furyl)pyrazole-4-carbonitrile), S(O)(O)(=O)=O (sulfuric acid). Run at time 21 hour. Yields the product CN1N=C(C(=C1)C(=O)N)C=1OC(=CC1)[N+](=O)[O-] (1-methyl-3-(5-nitro-2-furyl)pyrazole-4-carboxamide). Isolated yield 97.0%. As a reaction SMILES: [CH3:1][N:2]1[CH:6]=[C:5]([C:7]#[N:8])[C:4]([C:9]2[O:10][C:11]([N+:14]([O-:16])=[O:15])=[CH:12][CH:13]=2)=[N:3]1.S(=O)(=O)(O)[OH:18]>>[CH3:1][N:2]1[CH:6]=[C:5]([C:7]([NH2:8])=[O:18])[C:4]([C:9]2[O:10][C:11]([N+:14]([O-:16])=[O:15])=[CH:12][CH:13]=2)=[N:3]1. Reported procedure: While cooling and stirring 80 ml of concentrated sulfuric acid at room temperature, add 40 g of 1-methyl-3-(5-nitro-2-furyl)pyrazole-4-carbonitrile thereto. Then stir the resulting mixture for 21 hours at room temperature. Pour thus-obtained solution onto ice for a 97% yield of 1-methyl-3-(5-nitro-2-furyl)pyrazole-4-carboxamide [m.p. 251° to 252.5° C]. Reactants: OCC1(COC(OC1)(C)C)CO (5,5-di-(hydroxymethyl)-2,2-dimethyl-1,3dioxane), [H-].[Na+] (sodium hydride), C(C)I (Ethyl iodide), O (water). The solvent is CN(C=O)C (dimethylformamide), CN(C=O)C (dimethylformamide). Reaction conditions: time 2 hour. Yields the product CC1(OCC(CO1)(CO)COCC)C (2,2-Dimethyl-5-ethoxymethyl-5- hydroxymethyl-1,3-dioxane), oil. As a reaction SMILES: [OH:1][CH2:2][C:3]1([CH2:11][OH:12])[CH2:8][O:7][C:6]([CH3:10])([CH3:9])[O:5][CH2:4]1.[H-].[Na+].[CH2:15](I)[CH3:16].O>CN(C)C=O>[CH3:10][C:6]1([CH3:9])[O:5][CH2:4][C:3]([CH2:11][O:12][CH2:15][CH3:16])([CH2:2][OH:1])[CH2:8][O:7]1 |f:1.2|. Reported procedure: To a stirred solution of 5,5-di-(hydroxymethyl)-2,2-dimethyl-1,3dioxane (5.09) (Bellstein 19, II, 93) in dry dimethylformamide (50 ml) under nitrogen, at 20°, was added sodium hydride (0.689g, 80% dispersion in oil). The mixture was stirred at 80° for 2 hours and cooled. Ethyl iodide (4.49g) in dry dimethylformamide (40 ml) was added and the mixture was heated at 110° for 3 hours. The mixture was cooled and poured into water. The aqueous mixture was extracted with diethyl ether. The ethereal ext... Starting materials: ClC1=CC=C(C=C1)CCO (2-(4-chloro-phenyl)-ethanol), ICC(=O)OCC (ethyl iodoacetate), C(C)(C)(C)C1=NC(=CC=C1)C(C)(C)C (2,6-di-tert-butylpyridin). The reagents and catalysts are FC(S(=O)(=O)[O-])(F)F.[Ag+] (silver trifluoromethanesulfonate). Product: C(C)OC(COCCC1=CC=C(C=C1)Cl)=O ([2-(4-chloro-phenyl)-ethoxy]-acetic acid ethyl ester). RXN SMILES: [Cl:1][C:2]1[CH:7]=[CH:6][C:5]([CH2:8][CH2:9][OH:10])=[CH:4][CH:3]=1.I[CH2:12][C:13]([O:15][CH2:16][CH3:17])=[O:14].C(C1C=CC=C(C(C)(C)C)N=1)(C)(C)C>FC(F)(F)S([O-])(=O)=O.[Ag+]>[CH2:16]([O:15][C:13](=[O:14])[CH2:12][O:10][CH2:9][CH2:8][C:5]1[CH:6]=[CH:7][C:2]([Cl:1])=[CH:3][CH:4]=1)[CH3:17] |f:3.4|. Procedure: In analogy to the procedure described in example 78.1, 2-(4-chloro-phenyl)-ethanol was reacted with ethyl iodoacetate in the presence of silver trifluoromethanesulfonate and 2,6-di-tert-butylpyridin to give [2-(4-chloro-phenyl)-ethoxy]-acetic acid ethyl ester as colorless liquid. MS: m/e=243.2 [M+H+]. Starting materials: CC(C)=CC(=O)Cl, CNc1ccccc1CCN1CCN(c2nsc3ccccc23)CC1. The product is CC(C)=CC(=O)N(C)c1ccccc1CCN1CCN(c2nsc3ccccc23)CC1. RXN SMILES: [CH3:26][C:27](=[CH:28][C:29](=[O:30])[Cl:31])[CH3:32].[s:1]1[n:2][c:3]([N:10]2[CH2:11][CH2:12][N:13]([CH2:16][CH2:17][c:18]3[c:19]([NH:24][CH3:25])[cH:20][cH:21][cH:22][cH:23]3)[CH2:14][CH2:15]2)[c:4]2[c:5]1[cH:6][cH:7][cH:8][cH:9]2>>[s:1]1[n:2][c:3]([N:10]2[CH2:11][CH2:12][N:13]([CH2:16][CH2:17][c:18]3[c:19]([N:24]([CH3:25])[C:29]([CH:28]=[C:27]([CH3:26])[CH3:32])=[O:30])[cH:20][cH:21][cH:22][cH:23]3)[CH2:14][CH2:15]2)[c:4]2[c:5]1[cH:6][cH:7][cH:8][cH:9]2.